From a dataset of the Open Reaction Database (ORD), a public repository of structured organic reaction records. describe an organic reaction: reactants, conditions, products, and yield Starting materials: CO, Cl, Cc1cc(C(=O)CCC(=O)O)ccc1F, O, Cl[Pd]Cl. The product is Cc1cc(CCCC(=O)O)ccc1F. RXN SMILES: [CH3:18][OH:19].[ClH:16].[F:1][c:2]1[c:3]([CH3:15])[cH:4][c:5]([C:8]([CH2:9][CH2:10][C:11](=[O:12])[OH:13])=[O:14])[cH:6][cH:7]1.[OH2:17].[Pd:20]([Cl:21])[Cl:22]>>[F:1][c:2]1[c:3]([CH3:15])[cH:4][c:5]([CH2:8][CH2:9][CH2:10][C:11](=[O:12])[OH:13])[cH:6][cH:7]1. Starting materials: CC(Br)Br, C[SiH](C)C, [Cl-], Fc1ccc(F)c(CBr)c1Cl, Clc1cc(Cl)ncn1, C1CCOC1, O, [Zn]. Yields the product Fc1ccc(F)c(Cc2cc(Cl)ncn2)c1Cl. As a reaction SMILES: [Br:1][CH:2]([Br:3])[CH3:4].[CH3:6][SiH:7]([CH3:8])[CH3:9].[Cl-:5].[Cl:10][c:11]1[c:12]([CH2:13][Br:14])[c:15]([F:20])[cH:16][cH:17][c:18]1[F:19].[Cl:21][c:22]1[n:23][cH:24][n:25][c:26]([Cl:28])[cH:27]1.[O:29]1[CH2:30][CH2:31][CH2:32][CH2:33]1.[OH2:35].[Zn:34]>>[Cl:10][c:11]1[c:12]([CH2:13][c:26]2[n:25][cH:24][n:23][c:22]([Cl:21])[cH:27]2)[c:15]([F:20])[cH:16][cH:17][c:18]1[F:19]. Starting materials: [OH-].[Na+] (sodium hydroxide), CO (methanol), C1(C(O1)(F)F)(C(F)(F)F)F (hexafluoropropene epoxide). Product: COC(C(=O)O)(C(F)(F)F)F (2-methoxytetrafluoropropionic acid). Reaction SMILES: [OH-:1].[Na+].[C:3]1([F:12])([C:8]([F:11])([F:10])[F:9])[O:5][C:4]1(F)F.[CH3:13][OH:14]>>[CH3:4][O:5][C:3]([F:12])([C:8]([F:11])([F:10])[F:9])[C:13]([OH:14])=[O:1] |f:0.1|. Procedure: The synthesis of Example 9 was carried out under pressure as follows. A 100 ml stainless steel stirred reactor chilled to 0° was charged with 32.8 g of aqueous sodium hydroxide solution and 50.1 g of methanol. The reactor was cooled to -78° and 23.7 g (0.143 mol) of hexafluoropropene epoxide was condensed therein. The cooling bath was removed, and stirring was started. The reaction temperature rose to 50°, and the pressure to 185 psig. The reaction was completed in an hour, but stirring was cont... Yield: 67.9%. Reactants: CC(=O)OC1C(N2CCCC2)CC2C3CCC4CC(O)C(N5CCOCC5)CC4(C)C3CCC21C, C=CCBr, ClCCl, [Na+], [Na+], O=C([O-])[O-]. Yields the product [Br-], C=CC[N+]1(C2CC3C4CCC5CC(O)C(N6CCOCC6)CC5(C)C4CCC3(C)C2OC(C)=O)CCCC1. As a reaction SMILES: [C:11]([CH3:12])(=[O:13])[O:14][CH:15]1[C:16]2([CH3:17])[CH:18]([CH2:19][CH:20]1[N:21]1[CH2:22][CH2:23][CH2:24][CH2:25]1)[CH:26]1[CH2:27][CH2:28][CH:29]3[CH2:30][CH:31]([OH:45])[CH:32]([N:39]4[CH2:40][CH2:41][O:42][CH2:43][CH2:44]4)[CH2:33][C:34]3([CH3:35])[CH:36]1[CH2:37][CH2:38]2.[CH2:7]([CH:8]=[CH2:9])[Br:10].[Cl:46][CH2:47][Cl:48].[Na+:1].[Na+:2].[O-:3][C:4](=[O:5])[O-:6]>>[Br-:10].[CH2:7]=[CH:8][CH2:9][N+:21]1([CH:20]2[CH:15]([O:14][C:11]([CH3:12])=[O:13])[C:16]3([CH3:17])[CH:18]([CH2:19]2)[CH:26]2[CH2:27][CH2:28][CH:29]4[CH2:30][CH:31]([OH:45])[CH:32]([N:39]5[CH2:40][CH2:41][O:42][CH2:43][CH2:44]5)[CH2:33][C:34]4([CH3:35])[CH:36]2[CH2:37][CH2:38]3)[CH2:22][CH2:23][CH2:24][CH2:25]1.